This data is from the Open Reaction Database (ORD), a public repository of structured organic reaction records. The task is: describe an organic reaction: reactants, conditions, products, and yield Yields the product CCCCc1nnc(OCC2CCN(C(=O)OC(C)(C)C)C2)cc1-c1ccc(OCc2ccccc2)cc1. Starting materials: CC(C)(C)OC(=O)N1CCC(CO)C1, CCCCc1nnc(Cl)cc1-c1ccc(OCc2ccccc2)cc1, C1CCOC1, [H-], [Na+], O. Reaction SMILES: [C:1]([CH3:2])([CH3:3])([CH3:4])[O:5][C:6](=[O:7])[N:8]1[CH2:9][CH:10]([CH2:13][OH:14])[CH2:11][CH2:12]1.[CH2:17]([c:18]1[cH:19][cH:20][cH:21][cH:22][cH:23]1)[O:24][c:25]1[cH:26][cH:27][c:28](-[c:31]2[c:32]([CH2:38][CH2:39][CH2:40][CH3:41])[n:33][n:34][c:35]([Cl:37])[cH:36]2)[cH:29][cH:30]1.[CH2:43]1[O:44][CH2:45][CH2:46][CH2:47]1.[H-:16].[Na+:15].[OH2:42]>>[C:1]([CH3:2])([CH3:3])([CH3:4])[O:5][C:6](=[O:7])[N:8]1[CH2:9][CH:10]([CH2:13][O:14][c:35]2[n:34][n:33][c:32]([CH2:38][CH2:39][CH2:40][CH3:41])[c:31](-[c:28]3[cH:27][cH:26][c:25]([O:24][CH2:17][c:18]4[cH:19][cH:20][cH:21][cH:22][cH:23]4)[cH:30][cH:29]3)[cH:36]2)[CH2:11][CH2:12]1.